The task is: describe an organic reaction: reactants, conditions, products, and yield. This data is from the Open Reaction Database (ORD), a public repository of structured organic reaction records. The product is COc1ccc(F)c(-c2cc(CN(C)C(=O)OC(C)(C)C)cn2S(=O)(=O)c2cccnc2)c1. RXN SMILES: [C:1]([CH3:2])([CH3:3])([CH3:4])[O:5][C:6]([N:7]([CH3:8])[CH2:9][c:10]1[cH:11][n:12]([S:16](=[O:17])(=[O:18])[c:19]2[cH:20][n:21][cH:22][cH:23][cH:24]2)[c:13]([Br:15])[cH:14]1)=[O:25].[CH3:43][O:44][CH2:45][CH2:46][O:47][CH3:48].[F:26][c:27]1[c:28]([B:35]([OH:36])[OH:37])[cH:29][c:30]([O:33][CH3:34])[cH:31][cH:32]1.[Na+:38].[OH2:126].[OH:39][C:40](=[O:41])[O-:42].[cH:49]1[cH:50][cH:51][c:52]([P:53]([Pd:54]([P:55]([c:56]2[cH:57][cH:58][cH:59][cH:60][cH:61]2)([c:62]2[cH:63][cH:64][cH:65][cH:66][cH:67]2)[c:68]2[cH:69][cH:70][cH:71][cH:72][cH:73]2)([P:74]([c:75]2[cH:76][cH:77][cH:78][cH:79][cH:80]2)([c:81]2[cH:82][cH:83][cH:84][cH:85][cH:86]2)[c:87]2[cH:88][cH:89][cH:90][cH:91][cH:92]2)[P:93]([c:94]2[cH:95][cH:96][cH:97][cH:98][cH:99]2)([c:100]2[cH:101][cH:102][cH:103][cH:104][cH:105]2)[c:106]2[cH:107][cH:108][cH:109][cH:110][cH:111]2)([c:112]2[cH:113][cH:114][cH:115][cH:116][cH:117]2)[c:118]2[cH:119][cH:120][cH:121][cH:122][cH:123]2)[cH:124][cH:125]1>>[C:1]([CH3:2])([CH3:3])([CH3:4])[O:5][C:6]([N:7]([CH3:8])[CH2:9][c:10]1[cH:11][n:12]([S:16](=[O:17])(=[O:18])[c:19]2[cH:20][n:21][cH:22][cH:23][cH:24]2)[c:13](-[c:28]2[c:27]([F:26])[cH:32][cH:31][c:30]([O:33][CH3:34])[cH:29]2)[cH:14]1)=[O:25]. Reactants: CN(Cc1cc(Br)n(S(=O)(=O)c2cccnc2)c1)C(=O)OC(C)(C)C, COCCOC, COc1ccc(F)c(B(O)O)c1, [Na+], O, O=C([O-])O, c1ccc(P(c2ccccc2)(c2ccccc2)[Pd](P(c2ccccc2)(c2ccccc2)c2ccccc2)(P(c2ccccc2)(c2ccccc2)c2ccccc2)P(c2ccccc2)(c2ccccc2)c2ccccc2)cc1. Starting materials: ClC1=C(C=O)C=CC=C1 (2-chlorobenzaldehyde), [OH-].[K+] (potassium hydroxide), N12CC(C(CC1)CC2)=O (1-Azabicyclo[2.2.2]octan-3-one). Run in CO (methanol). The product is ClC1=C(C=C2N3CCC(C2=O)CC3)C=CC=C1 (2-(2-Chlorobenzylidene)-1-azabicyclo[2.2.2]octan-3-one). RXN SMILES: [N:1]12[CH2:8][CH2:7][CH:4]([CH2:5][CH2:6]1)[C:3](=[O:9])[CH2:2]2.[Cl:10][C:11]1[CH:18]=[CH:17][CH:16]=[CH:15][C:12]=1[CH:13]=O.[OH-].[K+]>CO>[Cl:10][C:11]1[CH:18]=[CH:17][CH:16]=[CH:15][C:12]=1[CH:13]=[C:2]1[C:3](=[O:9])[CH:4]2[CH2:7][CH2:8][N:1]1[CH2:6][CH2:5]2 |f:2.3|. Reported procedure: 1-Azabicyclo[2.2.2]octan-3-one (3.86 g) was heated at reflux with 2-chlorobenzaldehyde (8.33 ml), potassium hydroxide (0.4 g) and methanol (60 ml) under nitrogen for 2.5 hours. The volatiles were removed in vacuo and the residue washed with sodium hydrogen carbonate. This was extracted (×4) with dichloromethane. The organic layer was washed with water and dried (MgSO4). The dichloromethane was removed in vacuo and the residue recrystallised from methanol-dichloromethane, to afford the title comp...